Task: describe an organic reaction: reactants, conditions, products, and yield. Dataset: the Open Reaction Database (ORD), a public repository of structured organic reaction records Starting materials: FC(C(=O)O)(F)F (Trifluoroacetic acid), C(C)(C)(C)OC(=O)N1N=CC2=CC=CC(=C12)NC(NC1N=C(C2=C(N(C1=O)CC(=O)N(C1=CC=CC=C1)C(C)C)C=CC=C2)C)=O (2-(3-{3-[1-(tert-Butoxycarbonyl)-indazol-7-yl]-ureido}-5-methyl-2-oxo-2,3-dihydro-benzo[e][1,4]diazepin-1yl)-N-isopropyl-N-phenyl-acetamide). Conditions: time 15 minute. The product is N1N=CC2=CC=CC(=C12)NC(NC1N=C(C2=C(N(C1=O)CC(=O)N(C1=CC=CC=C1)C(C)C)C=CC=C2)C)=O (2-{3-[3-(1-H-indazole-7-yl)-ureido]-5-methyl-2-oxo-2,3-dihydro-benzo[e][1,4]diazepin-1-yl}-N-isopropyl-N-phenyl-acetamide). The yield is 97.5%. As a reaction SMILES: FC(F)(F)C(O)=O.C(OC([N:15]1[C:23]2[C:18](=[CH:19][CH:20]=[CH:21][C:22]=2[NH:24][C:25](=[O:53])[NH:26][CH:27]2[C:33](=[O:34])[N:32]([CH2:35][C:36]([N:38]([CH:45]([CH3:47])[CH3:46])[C:39]3[CH:44]=[CH:43][CH:42]=[CH:41][CH:40]=3)=[O:37])[C:31]3[CH:48]=[CH:49][CH:50]=[CH:51][C:30]=3[C:29]([CH3:52])=[N:28]2)[CH:17]=[N:16]1)=O)(C)(C)C>>[NH:15]1[C:23]2[C:18](=[CH:19][CH:20]=[CH:21][C:22]=2[NH:24][C:25](=[O:53])[NH:26][CH:27]2[C:33](=[O:34])[N:32]([CH2:35][C:36]([N:38]([CH:45]([CH3:47])[CH3:46])[C:39]3[CH:40]=[CH:41][CH:42]=[CH:43][CH:44]=3)=[O:37])[C:31]3[CH:48]=[CH:49][CH:50]=[CH:51][C:30]=3[C:29]([CH3:52])=[N:28]2)[CH:17]=[N:16]1. Procedure: Trifluoroacetic acid (2.0 mL) and 2-(3-{3-[1-(tert-Butoxycarbonyl)-indazol-7-yl]-ureido}-5-methyl-2-oxo-2,3-dihydro-benzo[e][1,4]diazepin-1yl)-N-isopropyl-N-phenyl-acetamide (75 mg, 0.120 mmol), prepared as in Example 4A, are combined, cooled to 0-5--C. with an ice water bath, and stirred under nitrogen for 15 min. The reaction mixture is concentrated in vacuo to an oil, triturated with a mixture of diethyl ether and n-hexane and then concentrated again. This process is repeated several times un... The reactants are CN1C(=NC=C1)C1C(NC=2C=CC=C(C2C1=O)C(=O)OCC)C1=CC=CC=C1 (ethyl 3-(1-methyl-1H-imidazol-2-yl)-4-oxo-2-phenyl-1,2,3,4-tetrahydroquinoline-5-carboxylate), O.NN (hydrazine monohydrate). The solvent is CO (methanol). Reaction conditions: time 2 day. The product is CN1C(=NC=C1)C1C(NC=2C=3C1=NNC(C3C=CC2)=O)C2=CC=CC=C2 (9-(1-methyl-1H-imidazol-2-yl)-8-phenyl-8,9-dihydro-2H-pyrido[4,3,2-de]phthalazin-3(7H)-one). The yield is 74.0%. Reaction SMILES: [CH3:1][N:2]1[CH:6]=[CH:5][N:4]=[C:3]1[CH:7]1[C:16](=O)[C:15]2[C:14]([C:18]([O:20]CC)=O)=[CH:13][CH:12]=[CH:11][C:10]=2[NH:9][CH:8]1[C:23]1[CH:28]=[CH:27][CH:26]=[CH:25][CH:24]=1.O.[NH2:30][NH2:31]>CO>[CH3:1][N:2]1[CH:6]=[CH:5][N:4]=[C:3]1[CH:7]1[C:16]2=[N:30][NH:31][C:18](=[O:20])[C:14]3[CH:13]=[CH:12][CH:11]=[C:10]([C:15]=32)[NH:9][CH:8]1[C:23]1[CH:24]=[CH:25][CH:26]=[CH:27][CH:28]=1 |f:1.2|. Reported procedure: A mixture of ethyl 3-(1-methyl-1H-imidazol-2-yl)-4-oxo-2-phenyl-1,2,3,4-tetrahydroquinoline-5-carboxylate (140 mg) in 85% hydrazine monohydrate (3 mL) and methanol (5 mL) was stirred at room temperature for 2 days. The resulting mixture was filtered and the residue was washed with water (20 mL) and methanol (5 mL) to obtain a white solid. The solid was dried in vacuum at 50° C. to obtain 9-(1-methyl-1H-imidazol-2-yl)-8-phenyl-8,9-dihydro-2H-pyrido[4,3,2-de]phthalazin-3(7H)-one (95 mg, yield 74%)... Reactants: O (water), [H-].[Na+] (Sodium hydride), ClCC=1C=CC(=NC1)OCC1=NC2=CC=CC=C2C=C1 (2-(5-chloromethyl-2-pyridyloxymethyl)quinoline), C(C)OC1=NNC=C1CCC(=O)OCC (ethyl 3-(3-ethoxy-1H-pyrazol-4-yl)propionate). The solvent is CN(C=O)C (N,N-dimethylformamide). Reaction conditions: time 1 hour. Product: C(C)OC1=NN(C=C1CCC(=O)OCC)CC=1C=NC(=CC1)OCC1=NC2=CC=CC=C2C=C1 (ethyl 3-[3-ethoxy-1-[6-(2-quinolylmethoxy)-3-pyridylmethyl]-1H-pyrazol-4-yl]propionate). The yield is 91.1%. As a reaction SMILES: [H-].[Na+].Cl[CH2:4][C:5]1[CH:6]=[CH:7][C:8]([O:11][CH2:12][C:13]2[CH:22]=[CH:21][C:20]3[C:15](=[CH:16][CH:17]=[CH:18][CH:19]=3)[N:14]=2)=[N:9][CH:10]=1.[CH2:23]([O:25][C:26]1[C:30]([CH2:31][CH2:32][C:33]([O:35][CH2:36][CH3:37])=[O:34])=[CH:29][NH:28][N:27]=1)[CH3:24].O>CN(C)C=O>[CH2:23]([O:25][C:26]1[C:30]([CH2:31][CH2:32][C:33]([O:35][CH2:36][CH3:37])=[O:34])=[CH:29][N:28]([CH2:4][C:5]2[CH:10]=[N:9][C:8]([O:11][CH2:12][C:13]3[CH:22]=[CH:21][C:20]4[C:15](=[CH:16][CH:17]=[CH:18][CH:19]=4)[N:14]=3)=[CH:7][CH:6]=2)[N:27]=1)[CH3:24] |f:0.1|. Procedure details: Sodium hydride (60%, oily, 70.0 mg) was added to a solution of 2-(5-chloromethyl-2-pyridyloxymethyl)quinoline (498 mg), ethyl 3-(3-ethoxy-1H-pyrazol-4-yl)propionate (371 mg) in N,N-dimethylformamide (10 ml) at 0° C., and the mixture was stirred at room temperature for 1 hour. The reaction mixture was poured into water, and extracted with ethyl acetate. The ethyl acetate layer was washed with saturated aqueous sodium chloride solution, dried (MgSO4), and concentrated. The residue was subjected to... The product is C(CCCCCCCCCCCCCCC)SCC(CNS(=O)(=O)CCCI)CC(C)=O (3-n-hexadecylthio-1-(3-iodopropylsulfonylamino)-2-(2-oxopropan-1-yl)propane). Procedure: 1-(3-Chloropropylsulfonylamino)-3-hexadecylthio-2-(2-oxopropan-1-yl)propane III m2 is allowed to react by the same procedure as described in (5). The summary of the experimental condition and the physical data of the product are listed in Table 8. As a reaction SMILES: ClCCCS(N[CH2:9][CH:10]([O:34]C1C=CON=1)[CH2:11]OC(=O)NCCCCCCCCCCCCCCCCCC)(=O)=O.[CH2:40]([S:56][CH2:57][CH:58](OC)[CH2:59][NH:60][S:61]([CH2:64][CH2:65][CH2:66][I:67])(=[O:63])=[O:62])[CH2:41][CH2:42][CH2:43][CH2:44][CH2:45][CH2:46][CH2:47][CH2:48][CH2:49][CH2:50][CH2:51][CH2:52][CH2:53][CH2:54][CH3:55]>>[CH2:40]([S:56][CH2:57][CH:58]([CH2:9][C:10](=[O:34])[CH3:11])[CH2:59][NH:60][S:61]([CH2:64][CH2:65][CH2:66][I:67])(=[O:62])=[O:63])[CH2:41][CH2:42][CH2:43][CH2:44][CH2:45][CH2:46][CH2:47][CH2:48][CH2:49][CH2:50][CH2:51][CH2:52][CH2:53][CH2:54][CH3:55]. Starting materials: ClCCCS(=O)(=O)NCC(COC(NCCCCCCCCCCCCCCCCCC)=O)OC1=NOC=C1 (3-(3-Chloropropylsulfonylamino)-2-(3-isoxazolyloxy)-1-octadecylcarbamoyloxypropane), C(CCCCCCCCCCCCCCC)SCC(CNS(=O)(=O)CCCI)OC (1-hexadecylthio-3-(3-iodopropylsulfonylamino)-2-methoxypropane).